From a dataset of the Open Reaction Database (ORD), a public repository of structured organic reaction records. describe an organic reaction: reactants, conditions, products, and yield Reactants: CNCCO[Si](C)(C)C(C)(C)C, ClCCl, O=C(Cl)c1ccc(F)c(F)c1F, [Na+], [OH-]. Yields the product CN(CCO[Si](C)(C)C(C)(C)C)C(=O)c1ccc(F)c(F)c1F. RXN SMILES: [C:13]([CH3:14])([CH3:15])([CH3:16])[Si:17]([O:18][CH2:19][CH2:20][NH:21][CH3:22])([CH3:23])[CH3:24].[Cl:25][CH2:26][Cl:27].[F:1][c:2]1[c:3]([C:4](=[O:5])[Cl:6])[cH:7][cH:8][c:9]([F:12])[c:10]1[F:11].[Na+:29].[OH-:28]>>[F:1][c:2]1[c:3]([C:4](=[O:5])[N:21]([CH2:20][CH2:19][O:18][Si:17]([C:13]([CH3:14])([CH3:15])[CH3:16])([CH3:23])[CH3:24])[CH3:22])[cH:7][cH:8][c:9]([F:12])[c:10]1[F:11]. The reactants are solution, CS(=O)C (dimethyl sulfoxide), CS(=O)C (DMSO), C(C)(C)(C)OC(N(CCCCO)CC1=CC=CC=C1)=O (benzyl-(4-hydroxy-butyl)-carbamic acid tert butyl ester), C(C(=O)Cl)(=O)Cl (oxalyl chloride), triethylamine TEA. Solvent: C(Cl)Cl (DCM), C(Cl)Cl (DCM), C(Cl)Cl (DCM), ClCCl (dichloromethane). Conditions: temperature -78 celsius, time 15 minute. Product: C(C1=CC=CC=C1)N(CCCC=O)C(=O)OC(C)(C)C (N-benzyl-N-(t-butoxycarbonyl)-4-amino-1-butanal). Isolated yield 63.6%. As a reaction SMILES: C(Cl)(=O)C(Cl)=O.CS(C)=O.[C:11]([O:15][C:16](=[O:30])[N:17]([CH2:23][C:24]1[CH:29]=[CH:28][CH:27]=[CH:26][CH:25]=1)[CH2:18][CH2:19][CH2:20][CH2:21][OH:22])([CH3:14])([CH3:13])[CH3:12]>ClCCl>[CH2:23]([N:17]([C:16]([O:15][C:11]([CH3:14])([CH3:13])[CH3:12])=[O:30])[CH2:18][CH2:19][CH2:20][CH:21]=[O:22])[C:24]1[CH:29]=[CH:28][CH:27]=[CH:26][CH:25]=1. Reported procedure: A commercially available 2 M solution of oxalyl chloride in DCM solution (13.8 mL of 27.6 mmol), obtained from Aldrich Chemical Co., was diluted with anhydrous dichloromethane (50 mL). The solution was cooled to −78° C., and a solution of dimethyl sulfoxide “DMSO” (4.45 ml 62 mmol) in DCM (10 ml) was added over a 45 min period. After the addition was completed a solution of benzyl-(4-hydroxy-butyl)-carbamic acid tert butyl ester (6.9 g, 25 mmol) in DCM (20 mL) was added was added over a 30 min p... The reactants are O=C1CCN(CC1)C(=O)OC(C)(C)C (tert-butyl 4-oxopiperidine-1-carboxylate), P([O-])([O-])=O (phosphonate), C(C)OP(OCC)(=O)CC1=CC(=CC=C1)OC1=NC=C(C=C1)C(F)(F)F ([3-(5-trifluoromethyl-pyridin-2-yloxy)-benzyl]-phosphonic acid diethyl ester), ice water, C(C)(C)(C)O[K] (tBuOK). Solvent: O1CCCC1 (tetrahydrofuran), O1CCCC1 (tetrahydrofuran), O1CCCC1 (tetrahydrofuran). Reaction conditions: time 2.5 hour. Yields the product C(C)(C)(C)OC(=O)N1CCC(CC1)=CC1=CC(=CC=C1)OC1=NC=C(C=C1)C(F)(F)F (4-[3-(5-trifluoromethyl-pyridin-2-yloxy)-benzylidene]-piperidine-1-carboxylic acid tert-butyl ester). Isolated yield 48.9%. Reaction SMILES: C(OP([CH2:9][C:10]1[CH:15]=[CH:14][CH:13]=[C:12]([O:16][C:17]2[CH:22]=[CH:21][C:20]([C:23]([F:26])([F:25])[F:24])=[CH:19][N:18]=2)[CH:11]=1)(=O)OCC)C.C(O[K])(C)(C)C.O=[C:34]1[CH2:39][CH2:38][N:37]([C:40]([O:42][C:43]([CH3:46])([CH3:45])[CH3:44])=[O:41])[CH2:36][CH2:35]1.P(=O)([O-])[O-]>O1CCCC1>[C:43]([O:42][C:40]([N:37]1[CH2:38][CH2:39][C:34](=[CH:9][C:10]2[CH:15]=[CH:14][CH:13]=[C:12]([O:16][C:17]3[CH:22]=[CH:21][C:20]([C:23]([F:24])([F:25])[F:26])=[CH:19][N:18]=3)[CH:11]=2)[CH2:35][CH2:36]1)=[O:41])([CH3:46])([CH3:44])[CH3:45]. Reported procedure: To a stirred mixture of [3-(5-trifluoromethyl-pyridin-2-yloxy)-benzyl]-phosphonic acid diethyl ester (155.7 g, 0.40 mol) in tetrahydrofuran (800 mL) at −10° C. was added dropwise over a 5 min period 1.0 M tBuOK in tetrahydrofuran (420.0 mL, 0.42 mol). The temperature rose to −3° C. during the addition. The resulting red mixture was stirred between −6° C. and −10° C. for 2.5 h. A solution of tert-butyl 4-oxopiperidine-1-carboxylate (79.7 g, 0.40 mol) in tetrahydrofuran (300 mL) was added dropwise... Run in C(C)O (ethanol). Procedure: A solution of tin dichloride (1.93 g, 10.2 mmol) in HCl solution (0.85 ml, 6 M, 5.08 mmol) was added to a suspension of the product from Step (a) (0.5 g, 2.54 mmol) in 1.5 ml ethanol. The reaction mixture was heated at 60° C. for 30 minutes and then cooled to room temperature. The solvent was evaporated to dryness and purified by silica gel chromatography eluting with 30% EtOAc in CH2Cl2 to afford the title compound, (0.04 g, 10%); MS (ES+) m/e 168 [M+H]+. RXN SMILES: [Sn](Cl)Cl.Cl.[Cl:5][C:6]1[C:14]2[C:9](=[CH:10][CH:11]=[C:12]([N+:15]([O-])=O)[CH:13]=2)[NH:8][N:7]=1>C(O)C>[Cl:5][C:6]1[C:14]2[C:9](=[CH:10][CH:11]=[C:12]([NH2:15])[CH:13]=2)[NH:8][N:7]=1. Reactants: [Sn](Cl)Cl (tin dichloride), Cl (HCl), ClC1=NNC2=CC=C(C=C12)[N+](=O)[O-] (3-Chloro-5-nitro-1H-indazole). Yield: 9.4%. The product is ClC1=NNC2=CC=C(C=C12)N (3-Chloro-1H-indazol-5-amine). Conditions: temperature 60 celsius. The reactants are COC([C@@H](N)CC1=CC=C(C=C1)NC(=O)C1=C(C=CC=C1Cl)Cl)=O (4-[[(2,6-dichlorophenyl)carbonyl]amino]-L-phenylalanine methyl ester), BrC1=C(C(=O)O)C(=CC=C1)C (2-bromo-6-methylbenzoic acid). Product: COC([C@@H](NC(=O)C1=C(C=CC=C1C)Br)CC1=CC=C(C=C1)NC(=O)C1=C(C=CC=C1Cl)Cl)=O (4-[[(2,6-Dichlorophenyl)carbonyl]amino]-N-[(2-bromo-6-methylphenyl)carbonyl]-L-phenylalanine methyl ester). Yield: 64.0%. As a reaction SMILES: [CH3:1][O:2][C:3](=[O:24])[C@H:4]([CH2:6][C:7]1[CH:12]=[CH:11][C:10]([NH:13][C:14]([C:16]2[C:21]([Cl:22])=[CH:20][CH:19]=[CH:18][C:17]=2[Cl:23])=[O:15])=[CH:9][CH:8]=1)[NH2:5].[Br:25][C:26]1[CH:34]=[CH:33][CH:32]=[C:31]([CH3:35])[C:27]=1[C:28](O)=[O:29]>>[CH3:1][O:2][C:3](=[O:24])[C@H:4]([CH2:6][C:7]1[CH:8]=[CH:9][C:10]([NH:13][C:14]([C:16]2[C:21]([Cl:22])=[CH:20][CH:19]=[CH:18][C:17]=2[Cl:23])=[O:15])=[CH:11][CH:12]=1)[NH:5][C:28]([C:27]1[C:31]([CH3:35])=[CH:32][CH:33]=[CH:34][C:26]=1[Br:25])=[O:29]. Procedure: 4-[[(2,6-Dichlorophenyl)carbonyl]amino]-N-[(2-bromo-6-methylphenyl)carbonyl]-L-phenylalanine methyl ester was prepared in 64% yield from 4-[[(2,6-dichlorophenyl)carbonyl]amino]-L-phenylalanine methyl ester and 2-bromo-6-methylbenzoic acid using the general procedure described in example 3. HR MS: Obs. mass, 563.0138. Calcd. mass, 563.0140 (M+H).